This data is from the Open Reaction Database (ORD), a public repository of structured organic reaction records. The task is: describe an organic reaction: reactants, conditions, products, and yield The reactants are [OH-].[Na+] (NaOH), C(C)OC(C(CC)(OC1=CC=CC=C1)CC1=CC=C(C=C1)O)=O (2-(4-hydroxybenzyl)-2-phenoxybutyric acid ethyl ester), CC1=C(N=C(O1)C1=CC=C(C=C1)C1=CC=CC=C1)CCOS(=O)(=O)C1=CC=C(C=C1)C (toluene-4-sulfonic acid 2-(5-methyl-2-biphenyl-4-yl-oxazol-4-yl)ethyl ester), C(=O)([O-])[O-].[K+].[K+] (K2CO3). Run in C(C)O (ethanol), C(C)O (ethanol). Product: C1(=CC=C(C=C1)C=1OC(=C(N1)CCOC1=CC=C(CC(C(=O)O)(CC)OC2=CC=CC=C2)C=C1)C)C1=CC=CC=C1 (2-{4-[2-(2-Biphenyl-4-yl-5-methyl-oxazol-4-yl)-ethoxy]-benzyl}-2-phenoxy-butyric acid). RXN SMILES: C([O:3][C:4](=[O:23])[C:5]([CH2:15][C:16]1[CH:21]=[CH:20][C:19]([OH:22])=[CH:18][CH:17]=1)([O:8][C:9]1[CH:14]=[CH:13][CH:12]=[CH:11][CH:10]=1)[CH2:6][CH3:7])C.[CH3:24][C:25]1[O:29][C:28]([C:30]2[CH:35]=[CH:34][C:33]([C:36]3[CH:41]=[CH:40][CH:39]=[CH:38][CH:37]=3)=[CH:32][CH:31]=2)=[N:27][C:26]=1[CH2:42][CH2:43]OS(C1C=CC(C)=CC=1)(=O)=O.C([O-])([O-])=O.[K+].[K+].[OH-].[Na+]>C(O)C>[C:33]1([C:36]2[CH:37]=[CH:38][CH:39]=[CH:40][CH:41]=2)[CH:34]=[CH:35][C:30]([C:28]2[O:29][C:25]([CH3:24])=[C:26]([CH2:42][CH2:43][O:22][C:19]3[CH:20]=[CH:21][C:16]([CH2:15][C:5]([O:8][C:9]4[CH:14]=[CH:13][CH:12]=[CH:11][CH:10]=4)([CH2:6][CH3:7])[C:4]([OH:3])=[O:23])=[CH:17][CH:18]=3)[N:27]=2)=[CH:31][CH:32]=1 |f:2.3.4,5.6|. Reported procedure: A mixture of 2-(4-hydroxybenzyl)-2-phenoxybutyric acid ethyl ester (0.030 mmol), toluene-4-sulfonic acid 2-(5-methyl-2-biphenyl-4-yl-oxazol-4-yl)ethyl ester (0.030 mmol) (see Ex. 1, Part I) and 325 mesh K2CO3 (0.084 g, 0.60 mmol) in ethanol (2 mL) was heated to reflux for 24 h under N2. Aqueous 5N NaOH (0.5 mL) and additional ethanol (1 mL) was added to the reaction mixture and it was heated at reflux for an additional 2 h. The reaction was cooled and the solvent removed in vacuo. The residue wa... The reactants are CSCC(N)C(=O)O, O=C(Cl)OCc1ccccc1, [Na+], [OH-]. Yields the product CSCC(NC(=O)OCc1ccccc1)C(=O)O. Reaction SMILES: [CH3:12][S:13][CH2:14][CH:15]([NH2:16])[C:17](=[O:18])[OH:19].[Cl:1][C:2](=[O:3])[O:4][CH2:5][c:6]1[cH:7][cH:8][cH:9][cH:10][cH:11]1.[Na+:21].[OH-:20]>>[C:2](=[O:3])([O:4][CH2:5][c:6]1[cH:7][cH:8][cH:9][cH:10][cH:11]1)[NH:16][CH:15]([CH2:14][S:13][CH3:12])[C:17](=[O:18])[OH:19]. As a reaction SMILES: [Br:10][c:11]1[n:12][cH:13][c:14]([NH2:17])[n:15][cH:16]1.[CH3:25][CH2:26][O:27][C:28](=[O:29])[CH3:30].[Na+:18].[Na+:19].[O-:20][C:21](=[O:22])[O-:23].[OH2:24].[n:1]1[cH:2][c:3]([B:7]([OH:8])[OH:9])[cH:4][cH:5][cH:6]1>>[n:1]1[cH:2][c:3](-[c:11]2[n:12][cH:13][c:14]([NH2:17])[n:15][cH:16]2)[cH:4][cH:5][cH:6]1. Starting materials: Nc1cnc(Br)cn1, CCOC(C)=O, [Na+], [Na+], O=C([O-])[O-], O, OB(O)c1cccnc1. Yields the product Nc1cnc(-c2cccnc2)cn1. Starting materials: N(CC(=O)NCC(=O)NCC(=O)N[C@@H](C)C(=O)NCC(=O)OC)C(=O)OC(C)(C)C (Boc-Gly-Gly-Gly-Ala-Gly-OMe), O.NN (hydrazine hydrate). The solvent is CO (methanol). The product is C(C)(C)(C)OC(=O)NCC(=O)NCC(=O)NCC(=O)N[C@@H](C)C(=O)NCC(=O)NN (t-Butyloxycarbonyl-glycyl-glycyl-glycyl-alanyl-glycine Hydrazide). RXN SMILES: [NH:1]([C:24]([O:26][C:27]([CH3:30])([CH3:29])[CH3:28])=[O:25])[CH2:2][C:3]([NH:5][CH2:6][C:7]([NH:9][CH2:10][C:11]([NH:13][C@H:14]([C:16]([NH:18][CH2:19][C:20](OC)=[O:21])=[O:17])[CH3:15])=[O:12])=[O:8])=[O:4].O.[NH2:32][NH2:33]>CO>[C:27]([O:26][C:24]([NH:1][CH2:2][C:3]([NH:5][CH2:6][C:7]([NH:9][CH2:10][C:11]([NH:13][C@H:14]([C:16]([NH:18][CH2:19][C:20]([NH:32][NH2:33])=[O:21])=[O:17])[CH3:15])=[O:12])=[O:8])=[O:4])=[O:25])([CH3:30])([CH3:29])[CH3:28] |f:1.2|. Reported procedure: A solution of Boc-Gly-Gly-Gly-Ala-Gly-OMe (1.0 g, 2.32 mmole, described in Example 16) and hydrazine hydrate (1 ml, 23.2 mmole) in methanol (30 ml) is stirred at 0° C for 4 hr. After evaporation the residue is triturated with diethyl ether and dried to give the title compound, mp 221° - 223° C. Starting materials: COC(C1=C(C=CC=C1)CBr)=O (2-Bromomethyl-benzoic acid methyl ester), FC1=C(CN(C(CCC2=CC=C(C=C2)O)=O)CCC)C=CC(=C1)F (N-(2,4-Difluorobenzyl)-3-(4-hydroxyphenyl)-N-propylpropanamide), C(=O)([O-])[O-].[K+].[K+] (potassium carbonate, anhydrous). The solvent is C(C)#N (acetonitrile). Product: FC1=C(CN(C(CCC2=CC=C(OCC3=C(C(=O)OC)C=CC=C3)C=C2)=O)CCC)C=CC(=C1)F (Methyl 2-[(4-{3-[(2,4-difluorobenzyl)(propyl)amino]-3-oxopropyl}phenoxy)methyl]benzoate). Isolated yield 43.9%. RXN SMILES: [F:1][C:2]1[CH:23]=[C:22]([F:24])[CH:21]=[CH:20][C:3]=1[CH2:4][N:5]([CH2:17][CH2:18][CH3:19])[C:6](=[O:16])[CH2:7][CH2:8][C:9]1[CH:14]=[CH:13][C:12]([OH:15])=[CH:11][CH:10]=1.[CH3:25][O:26][C:27](=[O:36])[C:28]1[CH:33]=[CH:32][CH:31]=[CH:30][C:29]=1[CH2:34]Br.C([O-])([O-])=O.[K+].[K+]>C(#N)C>[F:1][C:2]1[CH:23]=[C:22]([F:24])[CH:21]=[CH:20][C:3]=1[CH2:4][N:5]([CH2:17][CH2:18][CH3:19])[C:6](=[O:16])[CH2:7][CH2:8][C:9]1[CH:14]=[CH:13][C:12]([O:15][CH2:34][C:29]2[CH:30]=[CH:31][CH:32]=[CH:33][C:28]=2[C:27]([O:26][CH3:25])=[O:36])=[CH:11][CH:10]=1 |f:2.3.4|. Reported procedure: N-(2,4-Difluorobenzyl)-3-(4-hydroxyphenyl)-N-propylpropanamide (290 mg, 0.87 mmol) was dissolved in acetonitrile (10 ml). 2-Bromomethyl-benzoic acid methyl ester (209 mg, 0.913 mmol) was added followed by potassium carbonate, anhydrous (180 mg, 1.305 mmol). The mixture was heated to reflux overnight and then evaporated to dry. Water and ethyl acetate were added and two phases were separated. The organic phase was dried (magnesium sulphate) and evaporated. Chromatography of the residue on a colum...